Dataset: the Open Reaction Database (ORD), a public repository of structured organic reaction records. Task: describe an organic reaction: reactants, conditions, products, and yield Starting materials: C[Si](CCOCN1C=CC2=C1N=CN=C2C=2C=NN(C2)[C@H]2CC[C@H](CC2)CSC#N)(C)C (cis-4-[4-(7-[2-(Trimethylsilyl)ethoxy]methyl-7H-pyrrolo[2,3-d]pyrimidin-4-yl)-1H-pyrazol-1-yl]cyclohexylmethyl thiocyanate), CO (methanol), C(Cl)Cl (DCM), C(=O)(C(F)(F)F)O (TFA). Run at temperature 25 celsius, time 16 hour. Product: N1=CN=C(C2=C1NC=C2)C=2C=NN(C2)[C@H]2CC[C@H](CC2)CSC#N (cis-4-[4-(7H-Pyrrolo[2,3-d]pyrimidin-4-yl)-1H-pyrazol-1-yl]cyclohexylmethyl thiocyanate). RXN SMILES: C[Si](C)(C)CCOC[N:7]1[C:11]2[N:12]=[CH:13][N:14]=[C:15]([C:16]3[CH:17]=[N:18][N:19]([C@@H:21]4[CH2:26][CH2:25][C@H:24]([CH2:27][S:28][C:29]#[N:30])[CH2:23][CH2:22]4)[CH:20]=3)[C:10]=2[CH:9]=[CH:8]1.CO.C(Cl)Cl.C(O)(C(F)(F)F)=O>>[N:12]1[C:11]2[NH:7][CH:8]=[CH:9][C:10]=2[C:15]([C:16]2[CH:17]=[N:18][N:19]([C@@H:21]3[CH2:22][CH2:23][C@H:24]([CH2:27][S:28][C:29]#[N:30])[CH2:25][CH2:26]3)[CH:20]=2)=[N:14][CH:13]=1. Procedure details: cis-4-[4-(7-[2-(Trimethylsilyl)ethoxy]methyl-7H-pyrrolo[2,3-d]pyrimidin-4-yl)-1H-pyrazol-1-yl]cyclohexylmethyl thiocyanate was dissolved in methanol (2.0 mL, 0.049 mol) and DCM (2.0 mL, 0.031 mol), and TFA (0.5 mL, 0.006 mol) was added. The resulting mixture was stirred at 25° C. for 16 hours. TLC analysis showed no starting material present and LCMS analysis showed product. The reaction was concentrated using a rotary evaporator and the concentrate was chromatographed on silica gel using 2% MeO...